This data is from the Open Reaction Database (ORD), a public repository of structured organic reaction records. The task is: describe an organic reaction: reactants, conditions, products, and yield Starting materials: ClC1=NC(=C2NC=NC2=N1)Cl (2,6-dichloropurine), COC1=CC=C(C=C1)N (4-methoxybenzenamine). Run in C(CCC)O (butanol). Run at temperature 75 celsius, time 8 hour. Yields the product ClC=1NC(=C2N=CN=C2N1)NC1=CC=C(C=C1)OC (2-chloro-N-(4-methoxyphenyl)-1H-purin-6-amine). Reaction SMILES: [Cl:1][C:2]1[N:10]=[C:9]2[C:5]([NH:6][CH:7]=[N:8]2)=[C:4](Cl)[N:3]=1.[CH3:12][O:13][C:14]1[CH:19]=[CH:18][C:17]([NH2:20])=[CH:16][CH:15]=1>C(O)CCC>[Cl:1][C:2]1[NH:3][C:4]([NH:20][C:17]2[CH:18]=[CH:19][C:14]([O:13][CH3:12])=[CH:15][CH:16]=2)=[C:5]2[C:9]([N:10]=1)=[N:8][CH:7]=[N:6]2. Procedure: 189 mg of 2,6-dichloropurine, 4 ml of butanol and 135 mg (1.1 mol) of 4-methoxybenzenamine are mixed at room temperature and the medium is heated at a temperature of 75° C. for 5 hours and then left at room temperature overnight. The reactants are C(C1=CC=CC=C1)NC1=CC(=C(C=C1)C1=NC(=C2C=CC=NC2=C1)Cl)Cl (benzyl-[3-chloro-4-(5-chloro-[1,6]naphthyridin-7-yl)-phenyl]-amine), O=P(Cl)(Cl)Cl (POCl3), CN(C1=CC=CC=C1)C (dimethylaniline), C(=O)([O-])[O-].[Na+].[Na+] (Na2CO3), ( g ). Product: C(C1=CC=CC=C1)N(C1=CC(=C(C=C1)C1=NC(=C2C=CC=NC2=C1)Cl)Cl)CC1=CC=CC=C1 (Dibenzyl-[3-chloro-4-(5-chloro-[1,6]naphthyridin-7-yl)-phenyl]-amine). RXN SMILES: O=P(Cl)(Cl)Cl.CN(C)[C:8]1[CH:13]=[CH:12][CH:11]=[CH:10][CH:9]=1.[CH2:15]([NH:22][C:23]1[CH:28]=[CH:27][C:26]([C:29]2[CH:38]=[C:37]3[C:32]([CH:33]=[CH:34][CH:35]=[N:36]3)=[C:31]([Cl:39])[N:30]=2)=[C:25]([Cl:40])[CH:24]=1)[C:16]1[CH:21]=[CH:20][CH:19]=[CH:18][CH:17]=1.[C:41]([O-])([O-])=O.[Na+].[Na+]>>[CH2:15]([N:22]([CH2:41][C:8]1[CH:13]=[CH:12][CH:11]=[CH:10][CH:9]=1)[C:23]1[CH:28]=[CH:27][C:26]([C:29]2[CH:38]=[C:37]3[C:32]([CH:33]=[CH:34][CH:35]=[N:36]3)=[C:31]([Cl:39])[N:30]=2)=[C:25]([Cl:40])[CH:24]=1)[C:16]1[CH:21]=[CH:20][CH:19]=[CH:18][CH:17]=1 |f:3.4.5|. Procedure: To a suspension of 2-methylnicotinic acid, 1 (274 mg, 2.0 mmol, 1 eq) in freshly distilled THF (5 mL) was added at −78° C. a solution of LDA (2.5 mL, 5.0 mmol, 2.5 eq) under Ar(g). The resulting purple solution was stirred at −78° C. for 30 min, and then warmed up to 0° C. for 1.5 h. The mixture was then cooled down to −78° C., and a solution of 2-chloro-4-dibenzylamino-benzonitrile, 2 (800 mg, 2.4 mmol, 1.2 eq) in THF (5 mL) was added. The reaction mixture was left to warm up to rt overnight, a... The reactants are C(C=C)N1CC2(NOCC2C1)C=1C=NC=CC1 (5-Allyl-6a-(3-pyridyl)-3,3a,4,6-tetrahydro-1H-pyrrolo[3,4-c]isoxazole), N,N-dimethylbarbituric acid. The reagents and catalysts are C=1C=CC(=CC1)[P](C=2C=CC=CC2)(C=3C=CC=CC3)[Pd]([P](C=4C=CC=CC4)(C=5C=CC=CC5)C=6C=CC=CC6)([P](C=7C=CC=CC7)(C=8C=CC=CC8)C=9C=CC=CC9)[P](C=1C=CC=CC1)(C=1C=CC=CC1)C=1C=CC=CC1 (Tetrakis(triphenylphosphine)palladium). Run in C(Cl)(Cl)Cl (chloroform). Run at time 2 hour. Yields the product N1=CC(=CC=C1)C12NOCC1CNC2 (6a-(3-Pyridyl)-1,3,3a,4,5,6-hexahydropyrrolo[3,4-c]isoxazole). Isolated yield 90.5%. Reaction SMILES: C([N:4]1[CH2:11][CH:10]2[C:6]([C:12]3[CH:13]=[N:14][CH:15]=[CH:16][CH:17]=3)([NH:7][O:8][CH2:9]2)[CH2:5]1)C=C>C(Cl)(Cl)Cl.C1C=CC([P]([Pd]([P](C2C=CC=CC=2)(C2C=CC=CC=2)C2C=CC=CC=2)([P](C2C=CC=CC=2)(C2C=CC=CC=2)C2C=CC=CC=2)[P](C2C=CC=CC=2)(C2C=CC=CC=2)C2C=CC=CC=2)(C2C=CC=CC=2)C2C=CC=CC=2)=CC=1>[N:14]1[CH:15]=[CH:16][CH:17]=[C:12]([C:6]23[CH2:5][NH:4][CH2:11][CH:10]2[CH2:9][O:8][NH:7]3)[CH:13]=1 |^1:25,27,46,65|. Reported procedure: 5-Allyl-6a-(3-pyridyl)-3,3a,4,6-tetrahydro-1H-pyrrolo[3,4-c]isoxazole (2.14 g, 7.40 mmol) and N,N-dimethylbarbituric acid (6.93 g, 44.41 mmol) are dissolved in chloroform (80 mL) and the resulting solution is degassed twice using liquid nitrogen. Tetrakis(triphenylphosphine)palladium (1.28 g, 1.11 mmol) is added and the mixture is stirred at room temperature for 2 hours. The reaction is concentrated under reduced pressure. The resulting residue is dissolved in a 1:1 mixture of dimethylsulfoxide/... Yields the product [Si](C)(C)(C(C)(C)C)OCCNCC1CC1 (2-{[tert-Butyl(dimethyl)silyl]oxy}-N-(cyclopropylmethyl)ethanamine). Procedure details: (tert-Butyldimethylsilyloxy)acetaldehyde (0.98 g) was dissolved in dry methanol (40 ml) and then treated with cyclopropane methylamine (0.634 ml) followed by 4A° molecular sieves (1 g). The resultant mixture was stirred for 5 h at room temperature and then sodium borohydride (0.340 g) was added. After stirring for a further 18 h at room temperature, sodium hydroxide (2N) was added, the mixture was filtered and the filtrate concentrated under reduced pressure. The residue was partitioned between ... Reactants: [BH4-].[Na+] (sodium borohydride), [Si](C)(C)(C(C)(C)C)OCC=O ((tert-Butyldimethylsilyloxy)acetaldehyde), C1(CC1)CN (cyclopropane methylamine), resultant mixture, [OH-].[Na+] (sodium hydroxide). The solvent is CO (methanol). Reaction conditions: time 18 hour. As a reaction SMILES: [Si:1]([O:8][CH2:9][CH:10]=O)([C:4]([CH3:7])([CH3:6])[CH3:5])([CH3:3])[CH3:2].[CH:12]1([CH2:15][NH2:16])[CH2:14][CH2:13]1.[BH4-].[Na+].[OH-].[Na+]>CO>[Si:1]([O:8][CH2:9][CH2:10][NH:16][CH2:15][CH:12]1[CH2:14][CH2:13]1)([C:4]([CH3:7])([CH3:6])[CH3:5])([CH3:3])[CH3:2] |f:2.3,4.5|. The reactants are CCOc1cc(C=O)ccc1OC, CO, Cl, O, O=C1COc2cc(O)ccc21. The product is CCOc1cc(C=C2Oc3cc(O)ccc3C2=O)ccc1OC. As a reaction SMILES: [CH2:12]([CH3:13])[O:14][c:15]1[cH:16][c:17]([CH:18]=[O:19])[cH:20][cH:21][c:22]1[O:23][CH3:24].[CH3:27][OH:28].[ClH:25].[OH2:26].[OH:1][c:2]1[cH:3][c:4]2[c:5]([cH:10][cH:11]1)[C:6](=[O:9])[CH2:7][O:8]2>>[OH:1][c:2]1[cH:3][c:4]2[c:5]([cH:10][cH:11]1)[C:6](=[O:9])[C:7](=[CH:18][c:17]1[cH:16][c:15]([O:14][CH2:12][CH3:13])[c:22]([O:23][CH3:24])[cH:21][cH:20]1)[O:8]2.